Dataset: the Open Reaction Database (ORD), a public repository of structured organic reaction records. Task: describe an organic reaction: reactants, conditions, products, and yield The reactants are COCOC1=C(C=C(C=C1)C=1SC(=C(N1)C)C(=O)OCC)N1N=NN=C1 (ethyl [4-(methoxymethoxy)-3-(1H-1,2,3,4-tetrazol-1-yl)phenyl]-4-methyl-1,3-thiazole-5-carboxylate), Cl (hydrochloric acid). The solvent is O1CCOCC1 (1,4-dioxane). Reaction conditions: temperature 60 celsius, time 8 hour. Yields the product OC1=C(C=C(C=C1)C=1SC(=C(N1)C)C(=O)OCC)N1N=NN=C1 (ethyl 2-[4-hydroxy-3-(1H-1,2,3,4-tetrazol-1-yl)phenyl]-4-methyl-1,3-thiazole-5-carboxylate). Yield: 85.7%. RXN SMILES: COC[O:4][C:5]1[CH:10]=[CH:9][C:8]([C:11]2[S:12][C:13]([C:17]([O:19][CH2:20][CH3:21])=[O:18])=[C:14]([CH3:16])[N:15]=2)=[CH:7][C:6]=1[N:22]1[CH:26]=[N:25][N:24]=[N:23]1.Cl>O1CCOCC1>[OH:4][C:5]1[CH:10]=[CH:9][C:8]([C:11]2[S:12][C:13]([C:17]([O:19][CH2:20][CH3:21])=[O:18])=[C:14]([CH3:16])[N:15]=2)=[CH:7][C:6]=1[N:22]1[CH:26]=[N:25][N:24]=[N:23]1. Procedure: A reaction mixture solution was prepared by dissolving 1.97 g of ethyl [4-(methoxymethoxy)-3-(1H-1,2,3,4-tetrazol-1-yl)phenyl]-4-methyl-1,3-thiazole-5-carboxylate in 25 mL of 1,4-dioxane and adding 5.0 mL of 2 M hydrochloric acid was heated under stirring at 60° C. for 8 hours. After the reaction mixture solution was cooled to room temperature, the precipitated solid was filtered to obtain 1.49 g of ethyl 2-[4-hydroxy-3-(1H-1,2,3,4-tetrazol-1-yl)phenyl]-4-methyl-1,3-thiazole-5-carboxylate. Reactants: OC\C=C(\C)/C=1C(=CC=2C(CCC(C2C1)(C)C)(C)C)OCCC ((2Z)-3-(4-hydroxy-2-buten-2-yl)-5,6,7,8-tetrahydro-5,5,8,8-tetramethyl-2-(n-propyloxy)naphthalene), C[N+]1(CCOCC1)[O-] (N-methylmorpholine N-oxide). The reagents and catalysts are [Ru](=O)(=O)(=O)[O-].C(CC)[N+](CCC)(CCC)CCC (tetra-n-propylammonium perruthenate). Run in C(Cl)Cl (CH2Cl2). Conditions: time 1 hour. The product is CC1(C=2C=C(C(=CC2C(CC1)(C)C)OCCC)\C(=C/C=O)\C)C ((2Z)-3-[5,6,7,8-tetrahydro-5,5,8,8-tetramethyl-2-(n-propyloxy)naphthalen-3-yl]-but-2-en-1-al). Yield: 99.4%. RXN SMILES: [OH:1][CH2:2]/[CH:3]=[C:4](\[C:6]1[C:7]([O:20][CH2:21][CH2:22][CH3:23])=[CH:8][C:9]2[C:10]([CH3:19])([CH3:18])[CH2:11][CH2:12][C:13]([CH3:17])([CH3:16])[C:14]=2[CH:15]=1)/[CH3:5].C[N+]1([O-])CCOCC1>C(Cl)Cl.[Ru]([O-])(=O)(=O)=O.C([N+](CCC)(CCC)CCC)CC>[CH3:17][C:13]1([CH3:16])[CH2:12][CH2:11][C:10]([CH3:18])([CH3:19])[C:9]2[CH:8]=[C:7]([O:20][CH2:21][CH2:22][CH3:23])[C:6](/[C:4](/[CH3:5])=[CH:3]\[CH:2]=[O:1])=[CH:15][C:14]1=2 |f:3.4|. Reported procedure: (2Z)-3-[5,6,7,8-Tetrahydro-5,5,8,8-tetramethyl-2-(n-propyloxy)naphthalen-3-yl]-but-2-en-1-al (Structure 9 of Schemes 1 and 2, where R1, R4, R6=H, R1and R3 together form a tetramethyl saturated six-membered carbocyclic ring, R5=methyl, R7=n-propyl). To an oven-dried 10-mL r.b. flask containing (2Z)-3-(4-hydroxy-2-buten-2-yl)-5,6,7,8-tetrahydro-5,5,8,8-tetramethyl-2-(n-propyloxy)naphthalene (25.0 mg, 0.08 mmol) and N-methylmorpholine N-oxide (NMO, 14 mg, 0.12 mmol, 1.5 equiv) in 0.5 mL CH2Cl2 at 0... Yields the product O=C(OCC1CC2OC2CC1COC(=O)c1ccccc1)c1ccccc1. As a reaction SMILES: [C:12]([c:13]1[cH:14][cH:15][cH:16][cH:17][cH:18]1)(=[O:19])[O:20][CH2:21][CH:22]1[CH2:23][CH:24]=[CH:25][CH2:26][CH:27]1[CH2:28][O:29][C:30]([c:31]1[cH:32][cH:33][cH:34][cH:35][cH:36]1)=[O:37].[C:43](=[O:44])([O-:45])[OH:46].[CH2:48]([Cl:49])[Cl:50].[Cl:1][c:2]1[cH:3][cH:4][cH:5][c:6]([C:7]([O:8][OH:10])=[O:9])[cH:11]1.[Na+:42].[Na+:47].[S:38]([O-:39])([OH:40])=[O:41]>>[O:9]1[CH:24]2[CH2:23][CH:22]([CH2:21][O:20][C:12]([c:13]3[cH:14][cH:15][cH:16][cH:17][cH:18]3)=[O:19])[CH:27]([CH2:28][O:29][C:30]([c:31]3[cH:32][cH:33][cH:34][cH:35][cH:36]3)=[O:37])[CH2:26][CH:25]12. The reactants are O=C(OCC1CC=CCC1COC(=O)c1ccccc1)c1ccccc1, O=C([O-])O, ClCCl, O=C(OO)c1cccc(Cl)c1, [Na+], [Na+], O=S([O-])O. The reactants are C(C1=CC=CC=C1)N1CCC(CC1)N(C1=NC=CC=C1C(=O)OC)C (1-Benzyl-4-(N-methyl-N-(3-methoxycarbonyl-2-pyridyl)amino)piperidine), [H-].[Al+3].[Li+].[H-].[H-].[H-] (lithium aluminum hydride). The solvent is O1CCCC1 (tetrahydrofuran). Conditions: time 1.5 hour. Yields the product C(C1=CC=CC=C1)N1CCC(CC1)N(C1=NC=CC=C1CO)C (1-Benzyl-4-(N-methyl-N-(3-hydroxymethyl-2-pyridyl)amino)piperidine). RXN SMILES: [CH2:1]([N:8]1[CH2:13][CH2:12][CH:11]([N:14]([CH3:25])[C:15]2[C:20]([C:21](OC)=[O:22])=[CH:19][CH:18]=[CH:17][N:16]=2)[CH2:10][CH2:9]1)[C:2]1[CH:7]=[CH:6][CH:5]=[CH:4][CH:3]=1.[H-].[Al+3].[Li+].[H-].[H-].[H-]>O1CCCC1>[CH2:1]([N:8]1[CH2:13][CH2:12][CH:11]([N:14]([CH3:25])[C:15]2[C:20]([CH2:21][OH:22])=[CH:19][CH:18]=[CH:17][N:16]=2)[CH2:10][CH2:9]1)[C:2]1[CH:3]=[CH:4][CH:5]=[CH:6][CH:7]=1 |f:1.2.3.4.5.6|. Procedure details: To a flame-dried flask containing 1-benzyl-4-(N-methyl-N-(3-methoxycarbonyl-2-pyridyl)amino)piperidine (XXIX, EXAMPLE 34, 750 mg) in dry tetrahydrofuran (22 ml) at 0° under nitrogen is added lithium aluminum hydride (84 mg) in two portions. The mixture is stirred at 0° for 1.5 hrs, quenched carefully with aqueous sodium hydroxide (5%, 5 ml), diluted with water (10 ml) and filtered through a pad of diatomaceous earth. The filtrate is then extracted with methylene chloride (2×30 ml) and the combin...